From a dataset of the Open Reaction Database (ORD), a public repository of structured organic reaction records. describe an organic reaction: reactants, conditions, products, and yield Reactants: [BH4-], CC(Cl)c1ccccc1, [H-], Nc1cc(O)nc(S)n1, [Na+], [Na+], CN(C)C=O, O. Product: CC(Sc1nc(N)cc(O)n1)c1ccccc1. Reaction SMILES: [BH4-:3].[Cl:15][CH:16]([CH3:17])[c:18]1[cH:19][cH:20][cH:21][cH:22][cH:23]1.[H-:2].[NH2:6][c:7]1[cH:8][c:9]([OH:14])[n:10][c:11]([SH:13])[n:12]1.[Na+:1].[Na+:4].[O:24]=[CH:25][N:26]([CH3:27])[CH3:28].[OH2:5]>>[NH2:6][c:7]1[cH:8][c:9]([OH:14])[n:10][c:11]([S:13][CH:16]([CH3:17])[c:18]2[cH:19][cH:20][cH:21][cH:22][cH:23]2)[n:12]1. Starting materials: compound, C(C)(C)N(C(C)C)CC (N,N-diisopropylethylamine), COC(=O)N1N=CC2=C(C=CC=C12)NC(=O)ON1C(CCC1=O)=O (4-(2,5-dioxo-pyrrolidin-1-yloxycarbonylamino)-indazole-1-carboxylic acid methyl ester), CN(C=O)C (N,N-dimethylformamide), O (water). Reaction conditions: time 18 hour. The product is N1N=CC2=C(C=CC=C12)NC(=O)NCC1OC2=CC=C(C=C2CC1)C (N-1H-indazol-4-yl-N′-[(6-methyl-3,4-dihydro-2H-chromen-2-yl)methyl]urea). As a reaction SMILES: C(N(CC)[CH:5]([CH3:7])[CH3:6])(C)C.COC([N:14]1[C:22]2[C:17](=[C:18]([NH:23][C:24]([O:26]N3C(=O)CCC3=O)=O)[CH:19]=[CH:20][CH:21]=2)[CH:16]=[N:15]1)=O.[OH2:34].C[N:36]([CH3:39])C=O>>[NH:14]1[C:22]2[C:17](=[C:18]([NH:23][C:24]([NH:36][CH2:39][CH:22]3[CH2:21][CH2:20][C:19]4[C:18](=[CH:17][CH:16]=[C:5]([CH3:6])[CH:7]=4)[O:34]3)=[O:26])[CH:19]=[CH:20][CH:21]=2)[CH:16]=[N:15]1. Reported procedure: A reaction mixture of 0.4 g (2.3 mMol) of the compound from example 104D in 4 mls of N,N-dimethylformamide, 0.85 mls (4.8 mMol) of N,N-diisopropylethylamine and 0.8 g (2.3 mMol) of the compound from example 24D was stirred at ambient temperature for 18 hours. 50 mls of water was added to the reaction and the precipitate collected by filtration. The precipitate was solubilized in ethyl acetate and the organic phase extracted with water and saturated NaCl. The organic phase was dried with MgSO4, f... Starting materials: CN(C)CCCl, Cl, [H-], [Na+], CN(C)C=O, Oc1ccc(-c2noc(CSCCOc3ccccc3)n2)cc1. The product is Cl, CN(C)CCOc1ccc(-c2noc(CSCCOc3ccccc3)n2)cc1. RXN SMILES: [Cl:27][CH2:28][CH2:29][N:30]([CH3:31])[CH3:32].[ClH:26].[H-:2].[Na+:1].[O:33]=[CH:34][N:35]([CH3:36])[CH3:37].[O:3]([c:4]1[cH:5][cH:6][cH:7][cH:8][cH:9]1)[CH2:10][CH2:11][S:12][CH2:13][c:14]1[n:15][c:16](-[c:19]2[cH:20][cH:21][c:22]([OH:25])[cH:23][cH:24]2)[n:17][o:18]1>>[ClH:27].[O:3]([c:4]1[cH:5][cH:6][cH:7][cH:8][cH:9]1)[CH2:10][CH2:11][S:12][CH2:13][c:14]1[n:15][c:16](-[c:19]2[cH:20][cH:21][c:22]([O:25][CH2:28][CH2:29][N:30]([CH3:31])[CH3:32])[cH:23][cH:24]2)[n:17][o:18]1. As a reaction SMILES: [CH3:24][CH2:25][O:26][C:27]([CH3:28])=[O:29].[nH:1]1[n:2][n:3][cH:4][c:5]1[CH:6]([CH3:7])[c:8]1[cH:9][cH:10][c:11]([NH:14][c:15]2[s:16][cH:17][c:18]([C:20]([F:21])([F:22])[F:23])[n:19]2)[cH:12][cH:13]1>>[n:1]1([OH:26])[n:2][n:3][cH:4][c:5]1[CH:6]([CH3:7])[c:8]1[cH:9][cH:10][c:11]([NH:14][c:15]2[s:16][cH:17][c:18]([C:20]([F:21])([F:22])[F:23])[n:19]2)[cH:12][cH:13]1. Reactants: CCOC(C)=O, CC(c1ccc(Nc2nc(C(F)(F)F)cs2)cc1)c1cnn[nH]1. Product: CC(c1ccc(Nc2nc(C(F)(F)F)cs2)cc1)c1cnnn1O.